This data is from the Open Reaction Database (ORD), a public repository of structured organic reaction records. The task is: describe an organic reaction: reactants, conditions, products, and yield Reactants: CCOC(=O)C(CO)CC(Cc1ccc(-c2cccc(F)c2)cc1)NC(=O)c1nc(Cl)n[nH]1, CCO, COCCOCCO, Cl, [Li+], C1COCCO1, [OH-], O. Product: COCCOCCOC(=O)C(CO)CC(Cc1ccc(-c2cccc(F)c2)cc1)NC(=O)c1nc(Cl)n[nH]1. RXN SMILES: [CH2:1]([CH3:2])[O:3][C:4]([CH:5]([CH2:6][CH:7]([CH2:8][c:9]1[cH:10][cH:11][c:12](-[c:15]2[cH:16][c:17]([F:21])[cH:18][cH:19][cH:20]2)[cH:13][cH:14]1)[NH:22][C:23](=[O:24])[c:25]1[nH:26][n:27][c:28]([Cl:30])[n:29]1)[CH2:31][OH:32])=[O:33].[CH3:34][CH2:35][OH:36].[CH3:40][O:41][CH2:42][CH2:43][O:44][CH2:45][CH2:46][OH:47].[ClH:48].[Li+:38].[O:49]1[CH2:50][CH2:51][O:52][CH2:53][CH2:54]1.[OH-:37].[OH2:39]>>[CH2:1]([CH2:2][O:44][CH2:43][CH2:42][O:41][CH3:40])[O:3][C:4]([CH:5]([CH2:6][CH:7]([CH2:8][c:9]1[cH:10][cH:11][c:12](-[c:15]2[cH:16][c:17]([F:21])[cH:18][cH:19][cH:20]2)[cH:13][cH:14]1)[NH:22][C:23](=[O:24])[c:25]1[nH:26][n:27][c:28]([Cl:30])[n:29]1)[CH2:31][OH:32])=[O:33]. The solvent is C(Cl)Cl (DCM). The product is Cl.Cl.CC=1SC(=C(N1)C)C=1C(NC(N(C1)CCCCN1C[C@]2(C[C@H]2C1)C1=CC=C(C=C1)C(F)(F)F)=O)=O (5-(2,4-dimethyl-1,3-thiazol-5-yl)-1-(4-{(1S,5R)-1-[4-(trifluoromethyl)phenyl]-3-azabicyclo[3.1.0]hex-3-yl}butyl)-2,4(1H,3H)-pyrimidinedione dihydrochloride). Reported procedure: 5-(2,4-dimethyl-1,3-thiazol-5-yl)-1-(4-{(1S,5R)-1-[4-(trifluoromethyl)phenyl]-3-azabicyclo[3.1.0]hex-3-yl}butyl)-2,4(1H,3H)-pyrimidinedione (E35) was dissolved in DCM and treated with HCl 1N solution in Et2O (2.2 eq) to form the title compound (31 mg, 0.054 mmol) as a white powder. As a reaction SMILES: [CH3:1][C:2]1[S:3][C:4]([C:8]2[C:9](=[O:35])[NH:10][C:11](=[O:34])[N:12]([CH2:14][CH2:15][CH2:16][CH2:17][N:18]3[CH2:23][C@H:22]4[C@:20]([C:24]5[CH:29]=[CH:28][C:27]([C:30]([F:33])([F:32])[F:31])=[CH:26][CH:25]=5)([CH2:21]4)[CH2:19]3)[CH:13]=2)=[C:5]([CH3:7])[N:6]=1.[ClH:36].CCOCC>C(Cl)Cl>[ClH:36].[ClH:36].[CH3:1][C:2]1[S:3][C:4]([C:8]2[C:9](=[O:35])[NH:10][C:11](=[O:34])[N:12]([CH2:14][CH2:15][CH2:16][CH2:17][N:18]3[CH2:23][C@H:22]4[C@:20]([C:24]5[CH:25]=[CH:26][C:27]([C:30]([F:31])([F:32])[F:33])=[CH:28][CH:29]=5)([CH2:21]4)[CH2:19]3)[CH:13]=2)=[C:5]([CH3:7])[N:6]=1 |f:4.5.6|. Reactants: Cl (HCl), CCOCC (Et2O), CC=1SC(=C(N1)C)C=1C(NC(N(C1)CCCCN1C[C@]2(C[C@H]2C1)C1=CC=C(C=C1)C(F)(F)F)=O)=O (5-(2,4-dimethyl-1,3-thiazol-5-yl)-1-(4-{(1S,5R)-1-[4-(trifluoromethyl)phenyl]-3-azabicyclo[3.1.0]hex-3-yl}butyl)-2,4(1H,3H)-pyrimidinedione). Reactants: [H][H] (hydrogen), FC(C(=O)O)(F)F.C(=O)(O)CN(C(CN(CC(N(CC(=O)O)CC(=O)O)C)CC(=O)O)CC1=CC=C(C=C1)[N+](=O)[O-])CC(=O)O (N,N,N′,N″,N″-Pentakis(carboxymethyl)-2-[(4-nitrophenyl)methyl-]-6-methyldiethylenetriamine trifluoroacetic acid salt), [H][H] (hydrogen), [H][H] (hydrogen). Reagents/catalysts: [Pd] (palladium on carbon). Solvent: O (water). Product: FC(C(=O)O)(F)F.C(=O)(O)CN(C(CN(CC(N(CC(=O)O)CC(=O)O)C)CC(=O)O)CC1=CC=C(C=C1)N)CC(=O)O (N,N,N′,N″,N″-Pentakis(carboxymethyl)-2-[(4-aminophenyl)methyl]-6-methyldiethylenetriamine trifluoroacetic acid salt). The yield is 125.5%. As a reaction SMILES: [F:1][C:2]([F:7])([F:6])[C:3]([OH:5])=[O:4].[C:8]([CH2:11][N:12]([CH2:42][C:43]([OH:45])=[O:44])[CH:13]([CH2:32][C:33]1[CH:38]=[CH:37][C:36]([N+:39]([O-])=O)=[CH:35][CH:34]=1)[CH2:14][N:15]([CH2:28][C:29]([OH:31])=[O:30])[CH2:16][CH:17]([CH3:27])[N:18]([CH2:23][C:24]([OH:26])=[O:25])[CH2:19][C:20]([OH:22])=[O:21])([OH:10])=[O:9].[H][H]>[Pd].O>[F:1][C:2]([F:7])([F:6])[C:3]([OH:5])=[O:4].[C:8]([CH2:11][N:12]([CH2:42][C:43]([OH:45])=[O:44])[CH:13]([CH2:32][C:33]1[CH:38]=[CH:37][C:36]([NH2:39])=[CH:35][CH:34]=1)[CH2:14][N:15]([CH2:28][C:29]([OH:31])=[O:30])[CH2:16][CH:17]([CH3:27])[N:18]([CH2:19][C:20]([OH:22])=[O:21])[CH2:23][C:24]([OH:26])=[O:25])([OH:10])=[O:9] |f:0.1,5.6|. Procedure details: To a Parr flask was added 3.40 g (3.84 mmol) of N,N,N′,N″,N″-Pentakis(carboxymethyl)-2-[(4-nitrophenyl)methyl-]-6-methyldiethylenetriamine trifluoroacetic acid salt and 50 ml of water followed by the addition of 0.3 g of 5% palladium on carbon. The flask was pressurized to 30 psi hydrogen and vented twice. The vessel was then pressurized to 45 psi hydrogen and shaken. Once hydrogen uptake ceased, typically after 2 to 4 hours, the flask was vented and the mixture filtered through a pad of celite.... Reactants: Cc1oc(-c2ccc(Br)cc2)nc1CCOS(C)(=O)=O, C1CCNCC1, C1CCOC1. The product is Cc1oc(-c2ccc(Br)cc2)nc1CCN1CCCCC1. As a reaction SMILES: [Br:7][c:8]1[cH:9][cH:10][c:11](-[c:14]2[o:15][c:16]([CH3:26])[c:17]([CH2:19][CH2:20][O:21][S:22]([CH3:23])(=[O:24])=[O:25])[n:18]2)[cH:12][cH:13]1.[CH2:1]1[CH2:2][CH2:3][NH:4][CH2:5][CH2:6]1.[CH2:27]1[O:28][CH2:29][CH2:30][CH2:31]1>>[CH2:1]1[CH2:2][CH2:3][N:4]([CH2:20][CH2:19][c:17]2[c:16]([CH3:26])[o:15][c:14](-[c:11]3[cH:10][cH:9][c:8]([Br:7])[cH:13][cH:12]3)[n:18]2)[CH2:5][CH2:6]1. Reactants: COC(C1=C(N=CC=C1)C[C@H]1[C@H](N(C(O1)(C)C)C(=O)OC(C)(C)C)CC1=C(C=CC=C1)F)=O (2-[(4R,5S)-3-tert-butoxycarbonyl-4-(2-fluoro-benzyl)-2,2-dimethyl-oxazolidin-5-ylmethyl]-nicotinic acid methyl ester), [OH-].[Li+] (lithium hydroxide), S([O-])(O)(=O)=O.[Na+] (sodium bisulfate), solution. The solvent is O1CCOCC1.O (dioxane water). Conditions: time 2 hour. Product: C(C)(C)(C)OC(=O)N1C(O[C@H]([C@H]1CC1=C(C=CC=C1)F)CC1=C(C(=O)O)C=CC=N1)(C)C (2-[(4R,5S)-3-tert-Butoxycarbonyl-4-(2-fluoro-benzyl)-2,2-dimethyl-oxazolidin-5-ylmethyl]-nicotinic acid). As a reaction SMILES: C[O:2][C:3](=[O:33])[C:4]1[CH:9]=[CH:8][CH:7]=[N:6][C:5]=1[CH2:10][C@@H:11]1[O:15][C:14]([CH3:17])([CH3:16])[N:13]([C:18]([O:20][C:21]([CH3:24])([CH3:23])[CH3:22])=[O:19])[C@@H:12]1[CH2:25][C:26]1[CH:31]=[CH:30][CH:29]=[CH:28][C:27]=1[F:32].[OH-].[Li+].S(=O)(=O)(O)[O-].[Na+]>O1CCOCC1.O>[C:21]([O:20][C:18]([N:13]1[C@H:12]([CH2:25][C:26]2[CH:31]=[CH:30][CH:29]=[CH:28][C:27]=2[F:32])[C@H:11]([CH2:10][C:5]2[N:6]=[CH:7][CH:8]=[CH:9][C:4]=2[C:3]([OH:33])=[O:2])[O:15][C:14]1([CH3:17])[CH3:16])=[O:19])([CH3:24])([CH3:22])[CH3:23] |f:1.2,3.4,5.6|. Procedure details: To a solution of 2-[(4R,5S)-3-tert-butoxycarbonyl-4-(2-fluoro-benzyl)-2,2-dimethyl-oxazolidin-5-ylmethyl]-nicotinic acid methyl ester (5.5 g, 12 mmol) in 100 mL of dioxane/water (2:1) is added lithium hydroxide (0.57 g, 24 mmol). The reaction is stirred at room temperature for 2 hr after which time the reaction is diluted and the pH adjusted to pH 4-5 with a 2M solution of sodium bisulfate. The product is extracted into dichloromethane and the combined organic phases are dried over sodium sulfat... Reactants: ClC1=C(C(=C(C=C1)Cl)[N+](=O)[O-])Cl (1,2,4-trichloronitrobenzene), S(=O)(=O)(O)O.ClC1=C(N)C=C(C(=C1)Cl)Cl (2,4,5-trichloroaniline sulfate), N(=O)[O-].[Na+] (NaNO2), S(O)(O)(=O)=O (sulfuric acid). Reagents/catalysts: [Pt] (Platinum on charcoal). The solvent is C(C)(C)O (isopropanol), O (water), O (H2O). Run at time 90 minute. Product: ClC1=C(C=C(C(=C1)Cl)Cl)O (2,4,5-trichlorophenol). Yield: 62.0%. As a reaction SMILES: [Cl:1][C:2]1[CH:7]=[CH:6][C:5]([Cl:8])=[C:4]([N+]([O-])=O)[C:3]=1[Cl:12].S(=O)(=O)(O)[OH:14].S(O)(O)(=O)=O.ClC1C=C(Cl)C(Cl)=CC=1N.N([O-])=O.[Na+]>C(O)(C)C.[Pt].O>[Cl:8][C:5]1[CH:4]=[C:3]([Cl:12])[C:2]([Cl:1])=[CH:7][C:6]=1[OH:14] |f:2.3,4.5|. Procedure: 226.5 gm (1.0 mols) of 1,2,4-trichloronitrobenzene were dissolved in 226 gm of isopropanol and hydrogenated in the presence of 6.1 gm of wet 1% Platinum on charcoal at 100° C. and 100-200 psig over a 90 minute period. The reaction mixture was filtered to remove the catalyst and the clear solution slowly dropped into a hot solution of 1125 gm of H2O and 500 gm of 98% sulfuric acid (5.0 mols) under vacuum to remove the isopropanol by distillation. The finely divided 2,4,5-trichloroaniline sulfate ...